The task is: describe an organic reaction: reactants, conditions, products, and yield. This data is from the Open Reaction Database (ORD), a public repository of structured organic reaction records. Starting materials: [OH-].[Na+] (sodium hydroxide), CNO (N-methyl hydroxylamine), Cl.CNO (N-methylhydroxylamine hydrochloride), O (water), N(=[N+]=[N-])C(=O)OC(C)(C)C (t-butyl azidoformate), [OH-].[Na+] (sodium hydroxide), O (water). Reaction conditions: time 45 minute. Product: C(C)(C)(C)OC(=O)N(O)C (N-t-butoxycarbonyl-N-methyl hydroxylamine). As a reaction SMILES: Cl.[CH3:2][NH:3][OH:4].N(C(O[C:11]([CH3:14])([CH3:13])[CH3:12])=O)=[N+]=[N-].[OH-:15].[Na+].[CH3:17]NO.[OH2:20]>>[C:11]([O:15][C:2]([N:3]([CH3:17])[OH:4])=[O:20])([CH3:14])([CH3:13])[CH3:12] |f:0.1,3.4|. Procedure: N-methylhydroxylamine hydrochloride (14.6 g.) in 20 ml. of water was cooled in an ice-bath and treated with 20 g. of t-butyl azidoformate. A solution of 22.4 g. of sodium hydroxide in 80 ml. of water was added dropwise with stirring over 45 minutes while controlling the temperature below 10° C. The mixture was allowed to warm to room temperature with stirring over a 60 minute period after the addition during which time a little more sodium hydroxide solution and N-methyl hydroxylamine were added... The reactants are C(CCCCCCC)NCC1=CC=CC=C1 (N-octylbenzenemethanamine), [N+](=O)([O-])C1=CC=C(C=C1)N(C(=O)C1C(C1)C(=O)Cl)CC (2-[[(4-nitrophenyl)(ethyl)amino]carbonyl]cyclopropane-1-carbonyl chloride), C(C(=O)Cl)(=O)Cl (oxalyl chloride), S(=O)(Cl)Cl (thionyl chloride). Run in C(Cl)Cl (methylene chloride). Product: C(C)N(C(=O)C1C(C1)C(=O)N(CC1=CC=CC=C1)CCCCCCCC)C1=CC=C(C=C1)[N+](=O)[O-] (N-Ethyl-N-(4-nitrophenyl)-N'-octyl-N'-(phenylmethyl)-cyclopropane-1,2-dicarboxamide). RXN SMILES: [CH2:1]([NH:9][CH2:10][C:11]1[CH:16]=[CH:15][CH:14]=[CH:13][CH:12]=1)[CH2:2][CH2:3][CH2:4][CH2:5][CH2:6][CH2:7][CH3:8].[N+:17]([C:20]1[CH:25]=[CH:24][C:23]([N:26]([CH2:35][CH3:36])[C:27]([CH:29]2[CH2:31][CH:30]2[C:32](Cl)=[O:33])=[O:28])=[CH:22][CH:21]=1)([O-:19])=[O:18].C(Cl)(=O)C(Cl)=O.S(Cl)(Cl)=O>C(Cl)Cl>[CH2:35]([N:26]([C:23]1[CH:24]=[CH:25][C:20]([N+:17]([O-:19])=[O:18])=[CH:21][CH:22]=1)[C:27]([CH:29]1[CH2:31][CH:30]1[C:32]([N:9]([CH2:1][CH2:2][CH2:3][CH2:4][CH2:5][CH2:6][CH2:7][CH3:8])[CH2:10][C:11]1[CH:12]=[CH:13][CH:14]=[CH:15][CH:16]=1)=[O:33])=[O:28])[CH3:36]. Reported procedure: In a manner similar to Preparation 32 react N-octylbenzenemethanamine with 2-[[(4-nitrophenyl)(ethyl)amino]carbonyl]cyclopropane-1-carbonyl chloride (prepared from the acid and oxalyl chloride or thionyl chloride) in methylene chloride to obtain the title compound.